This data is from the Open Reaction Database (ORD), a public repository of structured organic reaction records. The task is: describe an organic reaction: reactants, conditions, products, and yield Starting materials: NC/1=NC(N(\C1=C/C1CCN(CC1)CC1=C(C=C(C=C1)C(F)(F)F)C(F)(F)F)C)=O ((5Z)-4-amino-5-({1-[2,4-bis(trifluoromethyl)benzyl]piperidin-4-yl}methylidene)-1-methyl-1,5-dihydro-2H-imidazol-2-one), C(C#C)N (propargylamine). The solvent is C1(=CC=CC=C1)C (toluene). Run at temperature 100 celsius, time 8 hour. Product: FC(C1=C(CN2CCC(CC2)\C=C/2\C(=NC(N2C)=O)NCC#C)C=CC(=C1)C(F)(F)F)(F)F ((5Z)-5-({1-[2,4-bis(trifluoromethyl)benzyl]piperidin-4-yl}methylidene)-1-methyl-4-(prop-2-yn-1-ylamino)-1,5-dihydro-2H-imidazol-2-one). Isolated yield 53.3%. As a reaction SMILES: [NH2:1][C:2]1=[N:3][C:4](=[O:30])[N:5]([CH3:29])/[C:6]/1=[CH:7]\[CH:8]1[CH2:13][CH2:12][N:11]([CH2:14][C:15]2[CH:20]=[CH:19][C:18]([C:21]([F:24])([F:23])[F:22])=[CH:17][C:16]=2[C:25]([F:28])([F:27])[F:26])[CH2:10][CH2:9]1.[CH2:31](N)[C:32]#[CH:33]>C1(C)C=CC=CC=1>[F:27][C:25]([F:26])([F:28])[C:16]1[CH:17]=[C:18]([C:21]([F:22])([F:23])[F:24])[CH:19]=[CH:20][C:15]=1[CH2:14][N:11]1[CH2:12][CH2:13][CH:8](/[CH:7]=[C:6]2/[C:2]([NH:1][CH2:33][C:32]#[CH:31])=[N:3][C:4](=[O:30])[N:5]/2[CH3:29])[CH2:9][CH2:10]1. Procedure details: To a solution of (5Z)-4-amino-5-({1-[2,4-bis(trifluoromethyl)benzyl]piperidin-4-yl}methylidene)-1-methyl-1,5-dihydro-2H-imidazol-2-one (1.50 g) in toluene (10 mL) was added propargylamine (1.90 g) at room temperature. The reaction mixture was stirred at 100° C. overnight. The residue was purified by silica gel column chromatography (ethyl acetate/hexane) and recrystallized from ethyl acetate/heptane to give the title compound (870 mg). Reactants: C(C)(C)(C)OC(=O)N1[C@@H](C=O)CCC1 (N-(t-butoxycarbonyl)D-prolinal), N1CCOCC1 (morpholine). As a reaction SMILES: [C:1]([O:5][C:6]([N:8]1[CH2:14][CH2:13][CH2:12][C@@H:9]1[CH:10]=O)=[O:7])([CH3:4])([CH3:3])[CH3:2].[NH:15]1[CH2:20][CH2:19][O:18][CH2:17][CH2:16]1>>[C:1]([O:5][C:6]([N:8]1[CH2:14][CH2:13][CH2:12][C@@H:9]1[CH2:10][N:15]1[CH2:20][CH2:19][O:18][CH2:17][CH2:16]1)=[O:7])([CH3:4])([CH3:3])[CH3:2]. Product: C(C)(C)(C)OC(=O)N1[C@H](CCC1)CN1CCOCC1 ((R)-2-Morpholin-4-ylmethyl-pyrrolidine-1-carboxylic acid tert-butyl ester). Procedure details: The title compound was prepared from N-(t-butoxycarbonyl)D-prolinal and morpholine according to the general method of Example 200; MS (ES+), m/e 271 [M+H]+. Starting materials: [Si](C)(C)(C(C)(C)C)OCC1(CC=2N(CCS1)C(=NN2)C2(CC2)C2=CC=C(C=C2)C2=NC=C(C=C2)C)C (8-({[Tert-butyl(dimethyl)silyl]oxy}methyl)-8-methyl-3-{1-[4-(5-methylpyridin-2-yl)phenyl]cyclopropyl}-5,6,8,9-tetrahydro[1,2,4]triazolo[4,3-d][1,4]thiazepine), Cl (hydrochloric acid). Solvent: CO (methanol). Yields the product CC1(CC=2N(CCS1)C(=NN2)C2(CC2)C2=CC=C(C=C2)C2=NC=C(C=C2)C)CO ({8-Methyl-3-{1-[4-(5-methylpyridin-2-yl)phenyl]cyclopropyl}-5,6,8,9-tetrahydro[1,2,4]triazolo[4,3-d][1,4]thiazepin-8-yl}methanol). The yield is 80.8%. As a reaction SMILES: [Si]([O:8][CH2:9][C:10]1([CH3:36])[S:16][CH2:15][CH2:14][N:13]2[C:17]([C:20]3([C:23]4[CH:28]=[CH:27][C:26]([C:29]5[CH:34]=[CH:33][C:32]([CH3:35])=[CH:31][N:30]=5)=[CH:25][CH:24]=4)[CH2:22][CH2:21]3)=[N:18][N:19]=[C:12]2[CH2:11]1)(C(C)(C)C)(C)C.Cl>CO>[CH3:36][C:10]1([CH2:9][OH:8])[S:16][CH2:15][CH2:14][N:13]2[C:17]([C:20]3([C:23]4[CH:24]=[CH:25][C:26]([C:29]5[CH:34]=[CH:33][C:32]([CH3:35])=[CH:31][N:30]=5)=[CH:27][CH:28]=4)[CH2:22][CH2:21]3)=[N:18][N:19]=[C:12]2[CH2:11]1. Procedure: A solution of the compound (107 mg, 0.21 mmol) obtained in Example 22-1) and 4 M hydrochloric acid (1,4-dioxane solution, 2 mL) in methanol (2 mL) was stirred at room temperature for 14 h. The reaction mixture was concentrated under reduced pressure, saturated aqueous sodium hydrogencarbonate was added to the residue, the mixture was extracted with dichloromethane, and the organic layer was washed with saturated sodium chloride solution and dried with anhydrous sodium sulfate. After filtration, ... Reactants: [N-]=[N+]=[N-].[Na+] (sodium azide), N(=[N+]=[N-])CC1=CC=C(C=C1)S(=O)(=O)N=[N+]=[N-] (4-azidomethylphenylsulfonyl azide), C1(=CC=C(C=C1)S(=O)(=O)Cl)C (p-toluenesulfonyl chloride), BrN1C(CCC1=O)=O (N-bromosuccinimide), CN1C=CC2=CC=CC=C12 (1-methylindole). Reaction conditions: temperature 55 celsius. The product is CN1C=C(C2=CC=CC=C12)NS(=O)(=O)C1=CC=C(C=C1)CN=[N+]=[N-] (1-methyl-3-[4-(azidomethyl)phenylsulfonylamino]indole), CH2Cl2 hexanes. Reaction SMILES: [N:1]([CH2:4][C:5]1[CH:10]=[CH:9][C:8]([S:11]([N:14]=[N+]=[N-])(=[O:13])=[O:12])=[CH:7][CH:6]=1)=[N+:2]=[N-:3].C1(C)C=CC(S(Cl)(=O)=O)=CC=1.BrN1C(=O)CCC1=O.[N-]=[N+]=[N-].[Na+].[CH3:40][N:41]1[C:49]2[C:44](=[CH:45][CH:46]=[CH:47][CH:48]=2)[CH:43]=[CH:42]1>>[CH3:40][N:41]1[C:49]2[C:44](=[CH:45][CH:46]=[CH:47][CH:48]=2)[C:43]([NH:14][S:11]([C:8]2[CH:9]=[CH:10][C:5]([CH2:4][N:1]=[N+:2]=[N-:3])=[CH:6][CH:7]=2)(=[O:13])=[O:12])=[CH:42]1 |f:3.4|. Reported procedure: A mixture of 4-azidomethylphenylsulfonyl azide (2.93 g, 12.3 mmol), prepared by reaction of p-toluenesulfonyl chloride with N-bromosuccinimide followed by sodium azide, and 1-methylindole was heated at 55° C. for 6 hours. Pure 1-methyl-3-[4-(azidomethyl)phenylsulfonylamino]indole was obtained by chromatography on silica gel (1:1 CH2Cl2 /hexanes, then CH2Cl2, then 1.5% methanol/CH2Cl2). Starting materials: C1(C=2C(C(N1CCS(=O)(=O)Cl)=O)=CC=CC2)=O (2-phthalimidoethanesulfonyl chloride), N1CCOCC1 (morpholine). Yields the product O1CCN(CC1)S(=O)(=O)CCN1C(C2=CC=CC=C2C1=O)=O (2-(2-(morpholinosulfonyl)ethyl)isoindole-1,3-dione). Reaction SMILES: [C:1]1(=[O:17])[N:5]([CH2:6][CH2:7][S:8](Cl)(=[O:10])=[O:9])[C:4](=[O:12])[C:3]2=[CH:13][CH:14]=[CH:15][CH:16]=[C:2]12.[NH:18]1[CH2:23][CH2:22][O:21][CH2:20][CH2:19]1>>[O:21]1[CH2:22][CH2:23][N:18]([S:8]([CH2:7][CH2:6][N:5]2[C:4](=[O:12])[C:3]3[C:2](=[CH:16][CH:15]=[CH:14][CH:13]=3)[C:1]2=[O:17])(=[O:10])=[O:9])[CH2:19][CH2:20]1. Procedure details: Prepared according to general method A from 2-phthalimidoethanesulfonyl chloride (2.0 g) and morpholine (2.14 ml). Yield: 1.28 g (48%). 1H-NMR (CDCl3) δ (ppm) 7.94-7.84 (m, 4H), 3.99 (t, J=6.8 Hz, 2H), 3.62 (t, J=4.7 Hz, 4H), 3.45 (t, J=6.8 Hz, 4H), 3.15 (t, J=4.6 Hz, 4H). Starting materials: Clc1ccc2nc(Cl)sc2c1, Cl, [K+], [K+], Nc1cc(Cl)c(O)c(Cl)c1, O=C([O-])[O-], O. The product is Nc1cc(Cl)c(Oc2nc3ccc(Cl)cc3s2)c(Cl)c1. As a reaction SMILES: [Cl:11][c:12]1[s:13][c:14]2[c:15]([n:16]1)[cH:17][cH:18][c:19]([Cl:21])[cH:20]2.[ClH:28].[K+:22].[K+:23].[NH2:1][c:2]1[cH:3][c:4]([Cl:10])[c:5]([OH:9])[c:6]([Cl:8])[cH:7]1.[O-:24][C:25]([O-:26])=[O:27].[OH2:29]>>[NH2:1][c:2]1[cH:3][c:4]([Cl:10])[c:5]([O:9][c:12]2[s:13][c:14]3[c:15]([n:16]2)[cH:17][cH:18][c:19]([Cl:21])[cH:20]3)[c:6]([Cl:8])[cH:7]1.